Dataset: the Open Reaction Database (ORD), a public repository of structured organic reaction records. Task: describe an organic reaction: reactants, conditions, products, and yield Starting materials: C=CCCC(NC)C(=O)OC, Cl, O=C(O)CCCC(F)(F)F. The product is C=CCCC(C(=O)OC)N(C)C(=O)CCCC(F)(F)F. As a reaction SMILES: [CH3:12][NH:13][CH:14]([C:15](=[O:16])[O:17][CH3:18])[CH2:19][CH2:20][CH:21]=[CH2:22].[ClH:11].[F:1][C:2]([CH2:3][CH2:4][CH2:5][C:6](=[O:7])[OH:8])([F:9])[F:10]>>[F:1][C:2]([CH2:3][CH2:4][CH2:5][C:6](=[O:8])[N:13]([CH3:12])[CH:14]([C:15](=[O:16])[O:17][CH3:18])[CH2:19][CH2:20][CH:21]=[CH2:22])([F:9])[F:10]. Reactants: (1-Oxy-pyridin-4-yl)-methanol, C(C)(=O)OC(C)=O (acetic anhydride), N1=CC=CC=C1 (pyridine), crude product, C[Si](C)(C)C#N (trimethylsilyl cyanide), CN(C(=O)Cl)C (dimethylcarbamyl chloride), C([O-])([O-])=O.[K+].[K+] (potassium carbonate). The solvent is O (water), ClCCl (dichloromethane), C(Cl)Cl (DCM). Reaction conditions: time 16 hour. Yields the product C(CCCC)C1=CC(=NC=C1)C#N (4-Pentyl-2-cyanopyridine). Reaction SMILES: C(O[C:5](=O)[CH3:6])(=O)C.C[Si]([C:12]#[N:13])(C)C.[CH3:14][N:15]([CH3:19])C(Cl)=O.[C:20](=O)([O-])[O-].[K+].[K+].N1[CH:31]=[CH:30][CH:29]=[CH:28][CH:27]=1>C(Cl)Cl.O>[CH2:27]([C:5]1[CH:6]=[CH:19][N:15]=[C:14]([C:12]#[N:13])[CH:20]=1)[CH2:28][CH2:29][CH2:30][CH3:31] |f:3.4.5|. Procedure details: To (1-Oxy-pyridin-4-yl)-methanol (5g, 0.04 mol) in a solution of dichloromethane (10 mL) and pyridine (10 mL) was added acetic anhydride (12.2 mL, 0.12 mol) and the reaction mixture was stirred for 16 h at room temperature. The reaction mixture was then poured into water and extracted with dichloromethane (200 mL) and then washed with brine (100 mL). The crude product obtained (4.27 g, 64%) was taken without purification for the next reaction. To the crude product (4.27 g, 25.6 mmol) in DCM (25 ... Reagents/catalysts: C(C)(C)O (isopropanol). Starting materials: ClC1=NC=NC2=CC(=C(C=C12)OC)OCCCN1CCOCC1 (4-chloro-6-methoxy-7-(3-morpholinopropoxy)quinazoline), C1OC2=C(N)C=CC=C2O1 (2,3-methylenedioxyaniline), CC(CCC)O (pentan-2-ol), Cl (hydrogen chloride), resultant mixture. The product is COC=1C=C2C(=NC=NC2=CC1OCCCN1CCOCC1)NC1=C2C(=CC=C1)OCO2 (6-methoxy-4-(2,3-methylenedioxyanilino)-7-(3-morpholinopropoxy)quinazoline). Reaction SMILES: Cl[C:2]1[C:11]2[C:6](=[CH:7][C:8]([O:14][CH2:15][CH2:16][CH2:17][N:18]3[CH2:23][CH2:22][O:21][CH2:20][CH2:19]3)=[C:9]([O:12][CH3:13])[CH:10]=2)[N:5]=[CH:4][N:3]=1.[CH2:24]1[O:33][C:32]2[C:26](=[C:27]([CH:29]=[CH:30][CH:31]=2)[NH2:28])[O:25]1.CC(O)CCC.Cl>C(O)(C)C>[CH3:13][O:12][C:9]1[CH:10]=[C:11]2[C:6](=[CH:7][C:8]=1[O:14][CH2:15][CH2:16][CH2:17][N:18]1[CH2:23][CH2:22][O:21][CH2:20][CH2:19]1)[N:5]=[CH:4][N:3]=[C:2]2[NH:28][C:27]1[CH:29]=[CH:30][CH:31]=[C:32]2[O:33][CH2:24][O:25][C:26]=12. Reported procedure: A mixture of 4-chloro-6-methoxy-7-(3-morpholinopropoxy)quinazoline (0.1 g), 2,3-methylenedioxyaniline (0.048 g), pentan-2-ol (5 ml) and a solution of hydrogen chloride in isopropanol (6M, 4 drops) was stirred and heated to 100° C. for 5 hours. The resultant mixture was cooled to ambient temperature and the precipitate was isolated by filtration, washed with pentan-2-ol and dried under vacuum. There was thus obtained the title compound (0.138 g) as a dihydrochloride salt; NMR Spectrum: (DMSOd6 an... Reaction conditions: temperature 100 celsius. Isolated yield 106.3%. The reactants are COC(=O)C=1C(=C2CCC(N(C2=CN1)CC1=CC=CC=C1)=O)O (1-benzyl-5-hydroxy-2-oxo-1,2,3,4-tetrahydro-[1,7]naphthyridine-6-carboxylic acid methyl ester), NCC(=O)O (glycine), C[O-].[Na+] (NaOMe). The product is C(C1=CC=CC=C1)N1C(CCC2=C(C(=NC=C12)C(=O)NCC(=O)O)O)=O ([(1-Benzyl-5-hydroxy-2-oxo-1,2,3,4-tetrahydro-[1,7]naphthyridine-6-carbonyl)-amino]acetic acid). Yield: 78.6%. Reaction SMILES: CO[C:3]([C:5]1[C:6]([OH:23])=[C:7]2[C:12](=[CH:13][N:14]=1)[N:11]([CH2:15][C:16]1[CH:21]=[CH:20][CH:19]=[CH:18][CH:17]=1)[C:10](=[O:22])[CH2:9][CH2:8]2)=[O:4].[NH2:24][CH2:25][C:26]([OH:28])=[O:27].C[O-].[Na+]>>[CH2:15]([N:11]1[C:12]2[C:7](=[C:6]([OH:23])[C:5]([C:3]([NH:24][CH2:25][C:26]([OH:28])=[O:27])=[O:4])=[N:14][CH:13]=2)[CH2:8][CH2:9][C:10]1=[O:22])[C:16]1[CH:21]=[CH:20][CH:19]=[CH:18][CH:17]=1 |f:2.3|. Procedure: A mixture of 1-benzyl-5-hydroxy-2-oxo-1,2,3,4-tetrahydro-[1,7]naphthyridine-6-carboxylic acid methyl ester (76 mg, 0.24 mmol), glycine (1.74 g, 23.1 mmol) and NaOMe solution (34 mL, 17.1 mmol, 0.5M in MeOH) was refluxed for 16 h. After the mixture was cooled to r.t., the solvent was evaporated in vacuo. The residue was dissolved in saturated NaHCO3 and washed with ether. The aqueous layer was acidified to pH 1 with 4M HCl, and the resulting mixture was extracted with EtOAc. The organic layer was... Starting materials: C[C@H]1[C@@H](O[C@@H]([C@H]1O)CO)N1C(=S)N=C(N)C=C1 (2′-deoxy-2′-methylthiocytidine), C[Si](Cl)(C)C (trimethylchlorosilane), [NH4+].[OH-] (NH4OH), C(C1=CC=CC=C1)(=O)Cl (Benzoyl chloride). Solvent: N1=CC=CC=C1 (pyridine), CO (MeOH). Run at time 15 minute. Yields the product C(C1=CC=CC=C1)(=O)NC1=NC(N([C@H]2[C@@H]([C@H](O)[C@@H](CO)O2)C)C=C1)=S (2′-Deoxy-N4-Benzoyl-2′-Methylthiocytidine). Yield: 48.3%. As a reaction SMILES: [CH3:1][C@@H:2]1[C@H:6]([OH:7])[C@@H:5]([CH2:8][OH:9])[O:4][C@H:3]1[N:10]1[CH:17]=[CH:16][C:14]([NH2:15])=[N:13][C:11]1=[S:12].C[Si](C)(C)Cl.[C:23](Cl)(=[O:30])[C:24]1[CH:29]=[CH:28][CH:27]=[CH:26][CH:25]=1.[NH4+].[OH-]>N1C=CC=CC=1.CO>[C:23]([NH:15][C:14]1[CH:16]=[CH:17][N:10]([C@@H:3]2[O:4][C@H:5]([CH2:8][OH:9])[C@@H:6]([OH:7])[C@H:2]2[CH3:1])[C:11](=[S:12])[N:13]=1)(=[O:30])[C:24]1[CH:29]=[CH:28][CH:27]=[CH:26][CH:25]=1 |f:3.4|. Reported procedure: To a stirred solution of 2′-deoxy-2′-methylthiocytidine (0.86 g, 3.15 mmol) in dry pyridine (20 ml) was added trimethylchlorosilane (2.0 ml, 15.75 mmol), and stirring continued for 15 min. Benzoyl chloride (2.18 ml, 18.9 mmol) was added to the solution followed by stirring for 2 hr. The mixture was then cooled in an ice-bath and MeOH (10 ml) was added. After 5 mins., NH4OH (20 ml, 30% aq.) was added and the mixture stirred for 30 min. The reaction mixture was then concentrated under vacuum and t... The reactants are CN(C)CCC(O)c1cc(N)cc2c1OCC2, O=C(O)C(F)(F)F. Product: CN(C)CC=Cc1cc(N)cc2c1OCC2. Reaction SMILES: [NH2:1][c:2]1[cH:3][c:4]([CH:11]([CH2:12][CH2:13][N:14]([CH3:15])[CH3:16])[OH:17])[c:5]2[c:6]([cH:10]1)[CH2:7][CH2:8][O:9]2.[OH:18][C:19]([C:20]([F:21])([F:22])[F:23])=[O:24]>>[NH2:1][c:2]1[cH:3][c:4]([CH:11]=[CH:12][CH2:13][N:14]([CH3:15])[CH3:16])[c:5]2[c:6]([cH:10]1)[CH2:7][CH2:8][O:9]2. Reactants: O1C(CCCC1)OCC#C (propargyl 2-tetrahydropyranyl ether), CCCCCC (hexane), [Cl-].[NH4+] (ammonium chloride), C(C)(C)(C)OC(=O)N1[C@@H](C[C@H](C1)O[Si](C)(C)C(C)(C)C)C=O ((2S,4R)-N-tert-butoxycarbonyl-4-tert-butyl-dimethylsiloxy-2-formylpyrrolidine). Run in O1CCCC1 (tetrahydrofuran), C(CCC)[Li] (n-butyllithium), C(C)(=O)OCC (Ethyl acetate). Reaction conditions: temperature -78 celsius. Yields the product C(C)(C)(C)OC(=O)N1[C@@H](C[C@H](C1)O[Si](C)(C)C(C)(C)C)C(C#CCOC1OCCCC1)O ((2S,4R)-N-tert-butoxycarbonyl-4-tert-butyldimethylsiloxy-2-[1-hydroxy-4-(2-tetrahydropyranyloxy)-2-butynyl]pyrrolidine). The yield is 90.2%. As a reaction SMILES: [O:1]1[CH2:6][CH2:5][CH2:4][CH2:3][CH:2]1[O:7][CH2:8][C:9]#[CH:10].CCCCCC.[C:17]([O:21][C:22]([N:24]1[CH2:28][C@H:27]([O:29][Si:30]([C:33]([CH3:36])([CH3:35])[CH3:34])([CH3:32])[CH3:31])[CH2:26][C@H:25]1[CH:37]=[O:38])=[O:23])([CH3:20])([CH3:19])[CH3:18].[Cl-].[NH4+]>O1CCCC1.C([Li])CCC.C(OCC)(=O)C>[C:17]([O:21][C:22]([N:24]1[CH2:28][C@H:27]([O:29][Si:30]([C:33]([CH3:36])([CH3:35])[CH3:34])([CH3:32])[CH3:31])[CH2:26][C@H:25]1[CH:37]([OH:38])[C:10]#[C:9][CH2:8][O:7][CH:2]1[CH2:3][CH2:4][CH2:5][CH2:6][O:1]1)=[O:23])([CH3:20])([CH3:19])[CH3:18] |f:3.4|. Procedure details: To a solution of propargyl 2-tetrahydropyranyl ether (15.2 g, 109 mmol) in tetrahydrofuran (165 ml), 1.6 N n-butyllithium in hexane (68.1 ml, 109 mmol) was added in a nitrogen stream under cooling with ice, and the mixture was stirred under cooling with ice for 1 hour. The mixture was cooled to -78° C. and added to a solution of (2S,4R)-N-tert-butoxycarbonyl-4-tert-butyl-dimethylsiloxy-2-formylpyrrolidine (31.7 g, 90.2 mmol in tetrahydrofuran (150 ml) obtained by Reference Example 1-3) in a nitr... Product: C(C)OC(C(C(=O)OCC)(C1=CC(=C(C=C1)N1N=CC(=C1)Cl)Cl)C)=O (Methyl-[3-chloro-4-(4-chloropyrazol-1-yl) phenyl] malonic acid diethyl ester). Conditions: time 4 hour. Reactants: C(C)[O-].[Na+] (sodium ethanolate), CI (methyl iodide), C(C)OC(C(C(=O)OCC)C1=CC(=C(C=C1)N1N=CC(=C1)Cl)Cl)=O (3-chloro-4-(4-chloropyrazol-1-yl)phenylmalonic acid diethyl ester), CI (methyl iodide). Procedure details: 7.38 g (20 mmoles) of 3-chloro-4-(4-chloropyrazol-1-yl)phenylmalonic acid diethyl ester are dissolved in 20 ml of absolute ethanol; a solution of sodium ethanolate in ethanol (consisting of 470 mg of sodium in 20 ml of ethanol) is added; stirring is effected at 40° C. for half an hour and 2.84 g (20 mmoles) of methyl iodide are added. Boiling under reflux is effected for 4 hours; again, 2.84 g of methyl iodide are added, followed by heating for a further 2 hours, concentration, and taking up wit... As a reaction SMILES: [CH2:1]([O:3][C:4](=[O:24])[CH:5]([C:11]1[CH:16]=[CH:15][C:14]([N:17]2[CH:21]=[C:20]([Cl:22])[CH:19]=[N:18]2)=[C:13]([Cl:23])[CH:12]=1)[C:6]([O:8][CH2:9][CH3:10])=[O:7])[CH3:2].[CH2:25]([O-])C.[Na+].CI>C(O)C>[CH2:1]([O:3][C:4](=[O:24])[C:5]([CH3:25])([C:11]1[CH:16]=[CH:15][C:14]([N:17]2[CH:21]=[C:20]([Cl:22])[CH:19]=[N:18]2)=[C:13]([Cl:23])[CH:12]=1)[C:6]([O:8][CH2:9][CH3:10])=[O:7])[CH3:2] |f:1.2|. The solvent is C(C)O (ethanol), C(C)O (ethanol). The reactants are NC=1SC(=NN1)CSCCN (2-amino-5-(2-aminoethyl)thiomethyl-1,3,4-thiadiazole), dihydrobromide, [N+](=O)([O-])C=C(SC)SC (1-nitro-2,2-bis-methylthioethylene). Product: [N+](=O)([O-])C=C(NCCSCC1=NN=C(S1)N)SC (1-nitro-2-methylthio-2-[2-((2-amino-5-(1,3,4)-thiadiazolyl)-methylthio)ethylamino]ethylene). Reaction SMILES: [NH2:1][C:2]1[S:3][C:4]([CH2:7][S:8][CH2:9][CH2:10][NH2:11])=[N:5][N:6]=1.[N+:12]([CH:15]=[C:16](SC)[S:17][CH3:18])([O-:14])=[O:13]>>[N+:12]([CH:15]=[C:16]([S:17][CH3:18])[NH:11][CH2:10][CH2:9][S:8][CH2:7][C:4]1[S:3][C:2]([NH2:1])=[N:6][N:5]=1)([O-:14])=[O:13]. Procedure: By the procedure of Example 8(i), 2-amino-5-(2-aminoethyl)thiomethyl-1,3,4-thiadiazole (from the dihydrobromide) is reacted with 1-nitro-2,2-bis-methylthioethylene to give 1-nitro-2-methylthio-2-[2-((2-amino-5-(1,3,4)-thiadiazolyl)-methylthio)ethylamino]ethylene.